This data is from the Open Reaction Database (ORD), a public repository of structured organic reaction records. The task is: describe an organic reaction: reactants, conditions, products, and yield The reactants are [N+](=[N-])=C.CCOCC (diazomethane ether), C[C@@H]1CC[C@@]2(CC[C@@]3(C(=CC[C@H]4[C@]3(CC[C@@H]5[C@@]4(C[C@H]([C@@H]([C@@]5(C)CO)O)O)C)C)[C@@H]2[C@H]1C)C)C(=O)O (Asiatic acid), resultant mixture. The solvent is CO (methanol). Run at temperature 0 celsius. Yields the product C[C@@H]1CC[C@@]2(CC[C@@]3(C(=CC[C@H]4[C@]3(CC[C@@H]5[C@@]4(C[C@H]([C@@H]([C@@]5(C)CO)O)O)C)C)[C@@H]2[C@H]1C)C)C(=O)OC (methyl asiatate). Yield: 95.0%. Reaction SMILES: [CH3:1][C@H:2]1[C@H:30]([CH3:31])[C@@H:29]2[C@@:5]([C:33]([OH:35])=[O:34])([CH2:6][CH2:7][C@@:8]3([CH3:32])[C@:13]4([CH3:28])[CH2:14][CH2:15][C@H:16]5[C@@:21]([CH2:23][OH:24])([CH3:22])[C@@H:20]([OH:25])[C@H:19]([OH:26])[CH2:18][C@:17]5([CH3:27])[C@H:12]4[CH2:11][CH:10]=[C:9]32)[CH2:4][CH2:3]1.[N+](=[CH2:38])=[N-].CCOCC>CO>[CH3:1][C@H:2]1[C@H:30]([CH3:31])[C@@H:29]2[C@@:5]([C:33]([O:35][CH3:38])=[O:34])([CH2:6][CH2:7][C@@:8]3([CH3:32])[C@:13]4([CH3:28])[CH2:14][CH2:15][C@H:16]5[C@@:21]([CH2:23][OH:24])([CH3:22])[C@@H:20]([OH:25])[C@H:19]([OH:26])[CH2:18][C@:17]5([CH3:27])[C@H:12]4[CH2:11][CH:10]=[C:9]32)[CH2:4][CH2:3]1 |f:1.2|. Reported procedure: Asiatic acid (500 mg) was dissolved in methanol (25 ml), and the solution was cooled to 0° C. An excess amount of diazomethane/ether solution was added, and the resultant mixture was stirred at room temperature for 1 hour. The solvent was removed by evaporation under reduced pressure, and the residue was purified by column chromatography (eluent: dichloromethane/methanol=30:1) to give 490 mg of white solid(yield: 95%). The product was recrystallized from ethyl acetate to obtain needle-like cryst... The reactants are Cc1c(O)ccc(CC=Cc2ccccc2)c1O, Cc1c(O)c(CC=Cc2ccccc2)cc(CC=Cc2ccccc2)c1O, Cc1c(O)cccc1O, Cc1ccccc1, CCOC(C)=O, ClCCCl, O, OCC=Cc1ccccc1, Cc1ccc(S(=O)(=O)O)cc1. Product: Cc1c(O)ccc2c1OC(c1ccccc1)CC2. RXN SMILES: [CH2:32]([CH:33]=[CH:34][c:35]1[cH:36][cH:37][cH:38][cH:39][cH:40]1)[c:41]1[c:42]([OH:49])[c:43]([CH3:48])[c:44]([OH:47])[cH:45][cH:46]1.[CH2:50]([c:51]1[cH:52][c:53]([CH2:54][CH:55]=[CH:56][c:57]2[cH:58][cH:59][cH:60][cH:61][cH:62]2)[c:63]([OH:64])[c:65]([CH3:66])[c:67]1[OH:68])[CH:69]=[CH:70][c:71]1[cH:72][cH:73][cH:74][cH:75][cH:76]1.[CH3:11][c:12]1[c:13]([OH:14])[cH:15][cH:16][cH:17][c:18]1[OH:19].[CH3:81][c:82]1[cH:83][cH:84][cH:85][cH:86][cH:87]1.[CH3:88][CH2:89][O:90][C:91]([CH3:92])=[O:93].[Cl:77][CH2:78][CH2:79][Cl:80].[OH2:20].[c:1]1([CH:2]=[CH:3][CH2:4][OH:5])[cH:6][cH:7][cH:8][cH:9][cH:10]1.[c:21]1([CH3:22])[cH:23][cH:24][c:25]([S:26]([OH:27])(=[O:28])=[O:29])[cH:30][cH:31]1>>[CH2:32]1[CH2:33][CH:34]([c:35]2[cH:36][cH:37][cH:38][cH:39][cH:40]2)[O:49][c:42]2[c:41]1[cH:46][cH:45][c:44]([OH:47])[c:43]2[CH3:48]. Reactants: C(C)OC(=O)C(C1=CC=C(C=C1)Cl)=C1N(CCCCC1)C (2-(α-ethoxycarbonyl-4-chlorobenzylidene)- 1-methylperhydroazepine), C(=O)=O (CO2), [OH-].[Na+] (caustic soda). The solvent is Cl (hydrochloric acid). Yields the product ClC1=CC=C(CC2N(CCCCC2)C)C=C1 (2-(4-chlorobenzyl)-1-methylperhydroazepine). Yield: 36.7%. RXN SMILES: C(OC([C:6](=[C:14]1[CH2:20][CH2:19][CH2:18][CH2:17][CH2:16][N:15]1[CH3:21])[C:7]1[CH:12]=[CH:11][C:10]([Cl:13])=[CH:9][CH:8]=1)=O)C.C(=O)=O.[OH-].[Na+]>Cl>[Cl:13][C:10]1[CH:11]=[CH:12][C:7]([CH2:6][CH:14]2[CH2:20][CH2:19][CH2:18][CH2:17][CH2:16][N:15]2[CH3:21])=[CH:8][CH:9]=1 |f:2.3|. Procedure details: Boil 15.5 g of 2-(α-ethoxycarbonyl-4-chlorobenzylidene)- 1-methylperhydroazepine and 110 ml of concentrated hydrochloric acid under reflux until the evolution of CO2 ceases. Cool the resulting reaction mixture to ambient temperature; then alkalize it with caustic soda solution (while cooling with ice) and extract the product with diethyl ether. Concentrate the ether phase and dry the prepared concentrate over sodium sulfate. Dissolve the residual 2-(4-chlorobenzylidene)-1-methylperhydroazepine (... Starting materials: O=CC1CCN(Cc2ccccc2)CC1, CCOCC, CCOC(C)=O, [Cl-], Fc1ccccc1CCl, I, [Mg], [NH4+]. Yields the product OC(Cc1ccccc1F)C1CCN(Cc2ccccc2)CC1. As a reaction SMILES: [CH2:12]([c:13]1[cH:14][cH:15][cH:16][cH:17][cH:18]1)[N:19]1[CH2:20][CH2:21][CH:22]([CH:25]=[O:26])[CH2:23][CH2:24]1.[CH3:29][CH2:30][O:31][CH2:32][CH3:33].[CH3:34][CH2:35][O:36][C:37](=[O:38])[CH3:39].[Cl-:27].[F:3][c:4]1[c:5]([CH2:6][Cl:7])[cH:8][cH:9][cH:10][cH:11]1.[I:2].[Mg:1].[NH4+:28]>>[F:3][c:4]1[c:5]([CH2:6][CH:25]([CH:22]2[CH2:21][CH2:20][N:19]([CH2:12][c:13]3[cH:14][cH:15][cH:16][cH:17][cH:18]3)[CH2:24][CH2:23]2)[OH:26])[cH:8][cH:9][cH:10][cH:11]1. Starting materials: CS(C)=O, CC(C)S(N)(=O)=O, Cl, O=C(c1ccccc1)c1ccc([N+](=O)[O-])c(F)c1, [H-], [Na+]. The product is CC(C)S(=O)(=O)Nc1cc(C(=O)c2ccccc2)ccc1[N+](=O)[O-]. RXN SMILES: [CH3:29][S:30]([CH3:31])=[O:32].[CH:3]([CH3:4])([CH3:5])[S:6](=[O:7])(=[O:8])[NH2:9].[ClH:28].[F:10][c:11]1[cH:12][c:13]([C:14](=[O:15])[c:16]2[cH:17][cH:18][cH:19][cH:20][cH:21]2)[cH:22][cH:23][c:24]1[N+:25](=[O:26])[O-:27].[H-:1].[Na+:2]>>[CH:3]([CH3:4])([CH3:5])[S:6](=[O:7])(=[O:8])[NH:9][c:11]1[cH:12][c:13]([C:14](=[O:15])[c:16]2[cH:17][cH:18][cH:19][cH:20][cH:21]2)[cH:22][cH:23][c:24]1[N+:25](=[O:26])[O-:27]. Reactants: COC=1C=C(C=CC1C(C#C)C)C1=CC=C(C=C1)O (3′-Methoxy-4′-(1-methyl-prop-2-ynyl)-biphenyl-4-ol), ClS(=O)(=O)N=C=O (chlorosulfonyl isocyanate). The solvent is C(Cl)Cl (CH2Cl2). Conditions: time 15 minute. Product: COC=1C=C(C=CC1C(C#C)C)C1=CC=C(C=C1)OC(N)=O (Carbamic acid 3′-methoxy-4′-(1-methyl-prop-2-ynyl)-biphenyl-4-yl ester). Yield: 67.7%. RXN SMILES: [CH3:1][O:2][C:3]1[CH:4]=[C:5]([C:13]2[CH:18]=[CH:17][C:16]([OH:19])=[CH:15][CH:14]=2)[CH:6]=[CH:7][C:8]=1[CH:9]([CH3:12])[C:10]#[CH:11].ClS([N:24]=[C:25]=[O:26])(=O)=O>C(Cl)Cl>[CH3:1][O:2][C:3]1[CH:4]=[C:5]([C:13]2[CH:14]=[CH:15][C:16]([O:19][C:25](=[O:26])[NH2:24])=[CH:17][CH:18]=2)[CH:6]=[CH:7][C:8]=1[CH:9]([CH3:12])[C:10]#[CH:11]. Procedure: To a 25 mL flame dried flask with stir bar cooled to room temperature was added alkyne 20 (0.115 g, 0.46 mmol) dissolved in anhydrous CH2Cl2. The reactant was cooled to 0° C. and chlorosulfonyl isocyanate (0.08 mL, 0.92 mmol) was added dropwise. After 15 min, the reaction mixture was brought to room temperature and followed by TLC. The reaction was quenched with water and extracted with ether. The organic extracts were washed with brine, dried over MgSO4, and filtered. The filtrate was concentra...